This data is from the Open Reaction Database (ORD), a public repository of structured organic reaction records. The task is: describe an organic reaction: reactants, conditions, products, and yield Starting materials: C1(=C(C(=CC=C1)C(=O)O)C(=O)O)C(=O)O (1,2,3-benzenetricarboxylic acid), S(O)(O)(=O)=O (sulfuric acid), [N+](=O)([O-])[O-].[K+] (potassium nitrate). The solvent is O (water). Yields the product [N+](=O)([O-])C=1C=C(C(=C(C1)C(=O)O)C(=O)O)C(=O)O (5-nitro-1,2,3-benzenetricarboxylic acid). The yield is 50.4%. RXN SMILES: [C:1]1([C:13]([OH:15])=[O:14])[CH:6]=[CH:5][CH:4]=[C:3]([C:7]([OH:9])=[O:8])[C:2]=1[C:10]([OH:12])=[O:11].S(=O)(=O)(O)O.[N+:21]([O-])([O-:23])=[O:22].[K+]>O>[N+:21]([C:5]1[CH:6]=[C:1]([C:13]([OH:15])=[O:14])[C:2]([C:10]([OH:12])=[O:11])=[C:3]([C:7]([OH:9])=[O:8])[CH:4]=1)([O-:23])=[O:22] |f:2.3|. Procedure: To a stirred mixture of 125 g of 1,2,3-benzenetricarboxylic acid and 900 ml of concentrated sulfuric acid at 60°-70° C. is added, gradually over a 2 hour period, 312 g of potassium nitrate. The mixture is heated at 135°-140° C. for 16 hours, cooled and treated with ice and water. Some solid is separated out and is dissolved in water. The entire aqueous mixture is extracted with ether, the extract is washed with water and dried over magnesium sulfate. The ether is concentrated to a small volume, ... Starting materials: CN1C(OC=2C1=NC=C(C2)CN2CCN(CC2)C2=CC=CC=C2)=O (3-METHYL-6-[(4-PHENYLPIPERAZIN-1-YL)METHYL]OXAZOLO[4,5-b]PYRIDIN-2(3H)-ONE), CN1C(OC=2C1=NC=C(C2)C(CBr)=O)=O (3-methyl-6-(bromoacetyl)oxazolo[4,5-b]pyridin-2(3H)-one), CN1C(OC=2C1=NC=C(C2)CBr)=O (3-methyl-6-(bromomethyl)oxazolo[4,5-b]pyridin-2(3H)-one). Yields the product CN1C(OC=2C1=NC=C(C2)C(CN2CCN(CC2)C2=CC=CC=C2)=O)=O (3-METHYL-6-[2-(4-PHENYLPIPERAZIN-1-YL)ACETYL]OXAZOLO[4,5-b]PYRIDIN-2(3H)-ONE). Reaction SMILES: CN1C2=NC=C(C[N:12]3[CH2:17][CH2:16][N:15]([C:18]4[CH:23]=[CH:22][CH:21]=[CH:20][CH:19]=4)[CH2:14][CH2:13]3)C=C2OC1=O.[CH3:25][N:26]1[C:30]2=[N:31][CH:32]=[C:33]([C:35](=[O:38])[CH2:36]Br)[CH:34]=[C:29]2[O:28][C:27]1=[O:39].CN1C2=NC=C(CBr)C=C2OC1=O>>[CH3:25][N:26]1[C:30]2=[N:31][CH:32]=[C:33]([C:35](=[O:38])[CH2:36][N:12]3[CH2:17][CH2:16][N:15]([C:18]4[CH:23]=[CH:22][CH:21]=[CH:20][CH:19]=4)[CH2:14][CH2:13]3)[CH:34]=[C:29]2[O:28][C:27]1=[O:39]. Reported procedure: The method of operation is the same as that used for the synthesis of the compound of Example 16, 3-methyl-6-(bromoacetyl)oxazolo[4,5-b]pyridin-2(3H)-one from Preparation 17 being used instead of 3-methyl-6-(bromomethyl)oxazolo[4,5-b]pyridin-2(3H)-one. The yield obtained is 84%. ##STR70## Starting materials: O (Water), COC(C1=CC=C(C=C1)OCCN(C(=O)NC1C2CC3CC(CC1C3)C2)C)=O (4-[2-(3-Adamantan-2-yl-1-methyl-ureido)-ethoxy]-benzoic acid methyl ester), [OH-].[Na+] (NaOH), C1CCOC1 (THF), [OH-].[Na+] (NaOH). Run at time 8 hour. Procedure: A solution of 4-[2-(3-Adamantan-2-yl-1-methyl-ureido)-ethoxy]-benzoic acid methyl ester 562 mg (1.45 mmol), NaOH 1 N 3 ml in THF 5 ml was stirred at RT overnight. Then NaOH 1 N 4 ml was added and the reaction mixture stirred overnight. Water was added and the mixture acidified until pH=2. As a reaction SMILES: C[O:2][C:3](=[O:28])[C:4]1[CH:9]=[CH:8][C:7]([O:10][CH2:11][CH2:12][N:13](C)[C:14]([NH:16][CH:17]2[CH:24]3[CH2:25][CH:20]4[CH2:21][CH:22]([CH2:26][CH:18]2[CH2:19]4)[CH2:23]3)=[O:15])=[CH:6][CH:5]=1.[OH-].[Na+].O.[CH2:32]1COCC1>>[CH:18]12[CH2:26][CH:22]3[CH2:21][CH:20]([CH2:25][CH:24]([CH2:23]3)[CH:17]1[N:16]([CH3:32])[C:14](=[O:15])[NH:13][CH2:12][CH2:11][O:10][C:7]1[CH:6]=[CH:5][C:4]([C:3]([OH:2])=[O:28])=[CH:9][CH:8]=1)[CH2:19]2 |f:1.2|. Product: C12C(C3CC(CC(C1)C3)C2)N(C(NCCOC2=CC=C(C(=O)O)C=C2)=O)C (4-[2-(3-Adamantan-2-yl-methyl-ureido)-ethoxy]-benzoic acid). The reactants are O=C([O-])O, COC1CC2CSC(N(C(=O)[O-])C(C)(C)C)=NC2(c2cc(NC(=O)c3ccc(C#N)cn3)ccc2F)C1, ClCCl, [Na+], O=C(O)C(F)(F)F. Yields the product COC1CC2CSC(N)=NC2(c2cc(NC(=O)c3ccc(C#N)cn3)ccc2F)C1. Reaction SMILES: [C:45](=[O:46])([OH:47])[O-:48].[C:8]([N:12]([C:9](=[O:10])[O-:11])[C:16]1=[N:21][C:20]2([c:27]3[c:28]([F:44])[cH:29][cH:30][c:31]([NH:33][C:34](=[O:35])[c:36]4[n:37][cH:38][c:39]([C:42]#[N:43])[cH:40][cH:41]4)[cH:32]3)[CH:19]([CH2:18][S:17]1)[CH2:24][CH:23]([O:25][CH3:26])[CH2:22]2)([CH3:13])([CH3:14])[CH3:15].[Cl:50][CH2:51][Cl:52].[Na+:49].[OH:1][C:2]([C:3]([F:4])([F:5])[F:6])=[O:7]>>[NH2:12][C:16]1=[N:21][C:20]2([c:27]3[c:28]([F:44])[cH:29][cH:30][c:31]([NH:33][C:34](=[O:35])[c:36]4[n:37][cH:38][c:39]([C:42]#[N:43])[cH:40][cH:41]4)[cH:32]3)[CH:19]([CH2:18][S:17]1)[CH2:24][CH:23]([O:25][CH3:26])[CH2:22]2.